From a dataset of the Open Reaction Database (ORD), a public repository of structured organic reaction records. describe an organic reaction: reactants, conditions, products, and yield The reactants are C(C1=CC=CC=C1)OC(=O)NCCCC[C@@H](C(=O)OC)NC(NC1=C(C(=CC(=C1)OC)C(C)(C)C)O)=O (2-[3-((1S)-5-benzyloxycarbonylamino-1-methoxycarbonylpentyl)ureido]-4-methoxy-6-tert-butylphenol). Reagents/catalysts: [C].[Pd] (Palladium-carbon). Solvent: CO (methanol), CO (Methanol). Conditions: time 2 hour. The product is O=C1NCCCC[C@@H]1NC(NC1=C(C(=CC(=C1)OC)C(C)(C)C)O)=O (2-[3-((3S)-2-oxo-perhydroazepin-3-yl)ureido]-4-methoxy-6-tert-butylphenol). Yield: 42.8%. RXN SMILES: C(OC([NH:11][CH2:12][CH2:13][CH2:14][CH2:15][C@H:16]([NH:21][C:22](=[O:37])[NH:23][C:24]1[CH:29]=[C:28]([O:30][CH3:31])[CH:27]=[C:26]([C:32]([CH3:35])([CH3:34])[CH3:33])[C:25]=1[OH:36])[C:17](OC)=[O:18])=O)C1C=CC=CC=1>[C].[Pd].CO>[O:18]=[C:17]1[C@@H:16]([NH:21][C:22](=[O:37])[NH:23][C:24]2[CH:29]=[C:28]([O:30][CH3:31])[CH:27]=[C:26]([C:32]([CH3:35])([CH3:34])[CH3:33])[C:25]=2[OH:36])[CH2:15][CH2:14][CH2:13][CH2:12][NH:11]1 |f:1.2|. Procedure details: 10% Palladium-carbon (Pd-C) (150 mg) was added to 10 ml of a methanol solution containing 500 mg of 2-[3-((1S)-5-benzyloxycarbonylamino-1-methoxycarbonylpentyl)ureido]-4-methoxy-6-tert-butylphenol. The mixture was subjected to catalytic reduction at normal pressure for 2 hours. After removing the catalyst, the reaction mixture was condensed. Methanol was added to the precipitated crystals and the crystals were collected by filtration to give 145 mg of 2-[3-((3S)-2-oxo-perhydroazepin-3-yl)ureido]... Starting materials: COC(C1=CC=C(C=C1)C=1NC(C=2N(C1)C=C(C2)F)=O)=O (4-(7-fluoro-1-oxo-1,2-dihydro-pyrrolo[1,2-a]pyrazin-3-yl)-benzoic acid methyl ester), COC(C1=CC=C(C=C1)C=1NC(C=2N(C1)C=C(C2)F)=O)=O (4-(7-fluoro-1-oxo-1,2-dihydro-pyrrolo[1,2-a]pyrazin-3-yl)-benzoic acid methyl ester), solution, C[Mg]Cl (methylmagnesium chloride), BrCCCCBr (1,4-dibromobutane), [Mg] (magnesium), [Cl-].[Ce+3].[Cl-].[Cl-] (cerium(III) chloride). Solvent: C1CCOC1 (THF), C1CCOC1 (THF), C1CCOC1 (THF), C1CCOC1 (THF). Run at temperature 0 celsius. Yields the product FC=1C=C2N(C=C(NC2=O)C2=CC=C(C=C2)C2(CCCC2)O)C1 (7-fluoro-3-[4-(1-hydroxy-cyclopentyl)-phenyl]-2H-pyrrolo[1,2-a]pyrazin-1-one). Reaction SMILES: [Mg].[Cl-].[Ce+3].[Cl-].[Cl-].Br[CH2:7][CH2:8][CH2:9][CH2:10]Br.CO[C:14](=[O:32])[C:15]1[CH:20]=[CH:19][C:18]([C:21]2[NH:22][C:23](=[O:31])[C:24]3[N:25]([CH:27]=[C:28]([F:30])[CH:29]=3)[CH:26]=2)=[CH:17][CH:16]=1.C[Mg]Cl>C1COCC1>[F:30][C:28]1[CH:29]=[C:24]2[C:23](=[O:31])[NH:22][C:21]([C:18]3[CH:17]=[CH:16][C:15]([C:14]4([OH:32])[CH2:10][CH2:9][CH2:8][CH2:7]4)=[CH:20][CH:19]=3)=[CH:26][N:25]2[CH:27]=1 |f:1.2.3.4|. Procedure: A 25 ml round-bottom flask is flushed with nitrogen and charged with 6.9 ml dry THF, 134 mg (5.50 mmol) magnesium turnings and 49 mg (0.20 mmol) cerium(III) chloride. Under stirring, the suspension is cooled to 0° C. Then 378 μl (3.20 mmol) 1,4-dibromobutane is added, the suspension is allowed to reach room temperature, stirred for 30 minutes at this temperature and again cooled to 0° C. Then, a solution of 286 mg (1.00 mmol) 4-(7-fluoro-1-oxo-1,2-dihydro-pyrrolo[1,2-a]pyrazin-3-yl)-benzoic acid...